Task: describe an organic reaction: reactants, conditions, products, and yield. Dataset: the Open Reaction Database (ORD), a public repository of structured organic reaction records Starting materials: [OH-].[K+] (KOH), C1(CCCCCO1)=O (ε-caprolactone), C(CCCCCO)O (1,6-hexanediol), [N-]=C=O.[N-]=C=O.C1(=CC=CC=C1)CC1=CC=CC=C1 (diphenylmethane diisocyanate), C(C=C)(=O)OCCO (hydroxyethyl acrylate). Conditions: temperature 60 celsius. The product is C(C=C)(=O)O.NC(=O)OCC (urethane acrylate). RXN SMILES: [N-:1]=[C:2]=[O:3].[N-]=C=O.C1(CC2C=CC=CC=2)C=CC=CC=1.[OH-].[K+].[C:22]1(=[O:29])[O:28]CCC[CH2:24][CH2:23]1.C(O)CCC[CH2:34][CH2:35][OH:36].C(OCCO)(=O)C=C>>[C:22]([OH:29])(=[O:28])[CH:23]=[CH2:24].[NH2:1][C:2]([O:36][CH2:35][CH3:34])=[O:3] |f:0.1.2,3.4,8.9|. Procedure: In a flask equipped with a thermometer, a stirrer and a condenser was charged 524 parts of diphenylmethane diisocyanate and heated to 60° C. with stirring. To the flask was added dropwise 520 parts of a ring opening reaction product (OH value: 215 KOH-mg/kg) between ε-caprolactone and 1,6-hexanediol over a period of 1 hour while giving care to heat generation. The reaction was carried on over 10 hours, and 232 parts of hydroxyethyl acrylate was added thereto, followed by further continuing the r... As a reaction SMILES: [Cl:1][c:2]1[n:3][c:4]([NH:25][CH2:26][CH:27]([c:28]2[cH:29][cH:30][cH:31][cH:32][cH:33]2)[c:34]2[cH:35][cH:36][cH:37][cH:38][cH:39]2)[c:5]2[n:6][cH:7][n:8]([CH:11]3[CH:12]([OH:24])[CH:13]([OH:23])[CH:14]([n:16]4[n:17][c:18]([CH2:21][CH3:22])[n:19][n:20]4)[CH2:15]3)[c:9]2[n:10]1.[NH2:40][CH2:41][CH:42]([c:43]1[cH:44][cH:45][c:46]([OH:49])[cH:47][cH:48]1)[c:50]1[cH:51][cH:52][c:53]([OH:56])[cH:54][cH:55]1>>[Cl:1][c:2]1[n:3][c:4]([NH:40][CH2:41][CH:42]([c:43]2[cH:44][cH:45][c:46]([OH:49])[cH:47][cH:48]2)[c:50]2[cH:51][cH:52][c:53]([OH:56])[cH:54][cH:55]2)[c:5]2[n:6][cH:7][n:8]([CH:11]3[CH:12]([OH:24])[CH:13]([OH:23])[CH:14]([n:16]4[n:17][c:18]([CH2:21][CH3:22])[n:19][n:20]4)[CH2:15]3)[c:9]2[n:10]1. The reactants are CCc1nnn(C2CC(n3cnc4c(NCC(c5ccccc5)c5ccccc5)nc(Cl)nc43)C(O)C2O)n1, NCC(c1ccc(O)cc1)c1ccc(O)cc1. Product: CCc1nnn(C2CC(n3cnc4c(NCC(c5ccc(O)cc5)c5ccc(O)cc5)nc(Cl)nc43)C(O)C2O)n1. Reactants: CCOC(=O)C1CCN(c2ccc(F)cn2)CC1, C1CCOC1, CO, [Li+], [OH-], O, O. The product is O=C(O)C1CCN(c2ccc(F)cn2)CC1. As a reaction SMILES: [CH2:1]([CH3:2])[O:3][C:4](=[O:5])[CH:6]1[CH2:7][CH2:8][N:9]([c:12]2[n:13][cH:14][c:15]([F:18])[cH:16][cH:17]2)[CH2:10][CH2:11]1.[CH2:22]1[O:23][CH2:24][CH2:25][CH2:26]1.[CH3:28][OH:29].[Li+:20].[OH-:19].[OH2:21].[OH2:27]>>[O:3]=[C:4]([OH:5])[CH:6]1[CH2:7][CH2:8][N:9]([c:12]2[n:13][cH:14][c:15]([F:18])[cH:16][cH:17]2)[CH2:10][CH2:11]1. Starting materials: C(C1=CC=CC=C1)C1=C(C2=C(S1)C=CC=C2)C(=O)C2=CC(=C(C(=C2)Br)O)Br ((2-benzyl-benzo[b]thiophen-3-yl)-(3,5-dibromo-4-hydroxy-phenyl)-methanone), BrCC(=O)OC (methyl bromoacetate). The product is C(C1=CC=CC=C1)C1=C(C2=C(S1)C=CC=C2)C(=O)C2=CC(=C(OCC(=O)O)C(=C2)Br)Br ([4-(2-Benzyl-benzo[b]thiophen -3-carbonyl)-2,6-dibromo-phenoxy]-acetic acid). RXN SMILES: [CH2:1]([C:8]1[S:12][C:11]2[CH:13]=[CH:14][CH:15]=[CH:16][C:10]=2[C:9]=1[C:17]([C:19]1[CH:24]=[C:23]([Br:25])[C:22]([OH:26])=[C:21]([Br:27])[CH:20]=1)=[O:18])[C:2]1[CH:7]=[CH:6][CH:5]=[CH:4][CH:3]=1.Br[CH2:29][C:30]([O:32]C)=[O:31]>>[CH2:1]([C:8]1[S:12][C:11]2[CH:13]=[CH:14][CH:15]=[CH:16][C:10]=2[C:9]=1[C:17]([C:19]1[CH:20]=[C:21]([Br:27])[C:22]([O:26][CH2:29][C:30]([OH:32])=[O:31])=[C:23]([Br:25])[CH:24]=1)=[O:18])[C:2]1[CH:3]=[CH:4][CH:5]=[CH:6][CH:7]=1. Reported procedure: This compound was prepared from (2-benzyl-benzo[b]thiophen-3-yl)-(3,5-dibromo-4-hydroxy-phenyl)-methanone and methyl bromoacetate in substantially the same manner, as described in Example 20, and was obtained as an off-white solid, mp 162-163° C.; MS m/e 558 (M)+ ; Analysis for: C24H16Br2O4S Calc'd: C, 51.45; H, 2.88 Found: C, 51.15; H, 2.71 Starting materials: N1=CC=C(C=C1)C=1C(NC2=CC=CC=C2C1)=O (3-(4-pyridinyl)-2(1H)-quinolone), Cl (hydrochloric acid), [H][H] (hydrogen). The reagents and catalysts are [Pd] (palladium/charcoal). The solvent is C(C)O (ethanol). Product: N1(CCCCC1)C1=CC(NC2=CC=CC=C12)=O (4-Piperidinyl-2(1H)-quinolone). RXN SMILES: N1C=CC([C:7]2[C:8](=[O:17])[NH:9][C:10]3[C:15]([CH:16]=2)=[CH:14][CH:13]=[CH:12][CH:11]=3)=CC=1.Cl.[H][H]>[Pd].C(O)C>[N:9]1([C:16]2[C:15]3[C:10](=[CH:11][CH:12]=[CH:13][CH:14]=3)[NH:9][C:8](=[O:17])[CH:7]=2)[CH2:10][CH2:15][CH2:16][CH2:7][CH2:8]1. Reported procedure: A mixture of 8.6 g (0.0387 mol) of 3-(4-pyridinyl)-2(1H)-quinolone, 1.2 l of ethanol, 39 ml (0.039 mol) of 1N hydrochloric acid and 8.0 g of 10% palladium/charcoal was hydrogenated at a temperature of 40° C. until about 0.08 mol of hydrogen had been taken up. The mixture was freed from catalyst, the filtrate was evaporated down in vacuo, the residue was taken up in 200 ml of water and made ammoniacal. Common salt was added up to saturation point and the mixture was continuously extracted with di... The reactants are COC(=O)C1=CC=C(C=C1)C1=CC(=C(C=C1)O[C@H](CCCCCCCC)C)[N+](=O)[O-] ((S)-Methyl-4′-(1-methylnonyloxy)-3′-(nitro)-4-biphenylcarboxylate), Cl (HCl), C1CCOC1 (THF), O.[OH-].[Li+] (lithium hydroxide monohydrate). Run in O (Water), CO (methanol). The product is C[C@@H](CCCCCCCC)OC1=C(C=C(C=C1)C1=CC=C(C=C1)C(=O)O)[N+](=O)[O-] ((S)-4′-(1-Methylnonyloxy)-3′-(nitro)-4-biphenylcarboxylic acid). Isolated yield 86.0%. Reaction SMILES: C[O:2][C:3]([C:5]1[CH:10]=[CH:9][C:8]([C:11]2[CH:16]=[CH:15][C:14]([O:17][C@@H:18]([CH3:27])[CH2:19][CH2:20][CH2:21][CH2:22][CH2:23][CH2:24][CH2:25][CH3:26])=[C:13]([N+:28]([O-:30])=[O:29])[CH:12]=2)=[CH:7][CH:6]=1)=[O:4].C1COCC1.O.[OH-].[Li+].Cl>O.CO>[CH3:27][C@H:18]([O:17][C:14]1[CH:15]=[CH:16][C:11]([C:8]2[CH:9]=[CH:10][C:5]([C:3]([OH:4])=[O:2])=[CH:6][CH:7]=2)=[CH:12][C:13]=1[N+:28]([O-:30])=[O:29])[CH2:19][CH2:20][CH2:21][CH2:22][CH2:23][CH2:24][CH2:25][CH3:26] |f:2.3.4|. Procedure: Ester 41b (390 mg, 0.94 mmol) was dissolved in 3. ml THF and 15 ml methanol. Water was added with vigorous stirring until the solution remained cloudy, followed by the addition of lithium hydroxide monohydrate (56 mg, 1.30 mmol). After refluxing overnight, the solution was acidified with concentrated HCl and extracted with ether. The organic layer was washed with brine and dried over MgSO4. Evaporation of the solvent yielded 323 mg (86%) of a yellow solid.